describe an organic reaction: reactants, conditions, products, and yield From a dataset of the Open Reaction Database (ORD), a public repository of structured organic reaction records. Reactants: NC1=NC=C(C=C1N)Br (2,3-diamino-5-bromopyridine), ClC(C(=O)OCC)C(=O)C (ethyl 2-chloroacetoacetate). Run in C(C)O (Ethanol). The product is NC=1C=2N(C=C(C1)Br)C(=C(N2)C)C(=O)OCC (8-amino-6-bromo-3-carboethoxy-2-methylimidazo[1,2-a]pyridine). The yield is 39.1%. RXN SMILES: [NH2:1][C:2]1[C:7]([NH2:8])=[CH:6][C:5]([Br:9])=[CH:4][N:3]=1.Cl[CH:11]([C:17]([CH3:19])=O)[C:12]([O:14][CH2:15][CH3:16])=[O:13]>C(O)C>[NH2:8][C:7]1[C:2]2[N:3]([C:11]([C:12]([O:14][CH2:15][CH3:16])=[O:13])=[C:17]([CH3:19])[N:1]=2)[CH:4]=[C:5]([Br:9])[CH:6]=1. Procedure: A mixture of 2,3-diamino-5-bromopyridine (2.5 g, 13.31 mmol) and ethyl 2-chloroacetoacetate (2.41 g, 14.64 mmol) in 35 ml abs. Ethanol was refluxed for 14 h. The ethanol was evaporated under reduced pressure. The residue was dissolved in methylene chloride and neutralized by aqueous NaHCO3. The organic layer was separated, dried and evaporated in vacuo. The residue was purified by column chromatography on silica gel with methylene chloride:methanol (100:3.5) as eluent to give 1.55 g (39%) of the...